From a dataset of the Open Reaction Database (ORD), a public repository of structured organic reaction records. describe an organic reaction: reactants, conditions, products, and yield The reactants are COC1=CC=C(C=C1)C(C=1C=C(C=CC1)N)NCCC1=CC=CC=C1 (3-[(4-methoxyphenyl)-(2-phenylethylamino)methyl]phenylamine), COC=1C(C(C1OC)=O)=O (3,4-dimethoxy-3-cyclobutene-1,2-dione). Run in CO (methanol). Product: COC=1C(C(C1NC1=CC(=CC=C1)C(NCCC1=CC=CC=C1)C1=CC=C(C=C1)OC)=O)=O (3-Methoxy-4-{3-[(4-methoxyphenyl)-(2-phenylethylamino)methyl]phenylamino]-3-cyclobutene-1,2-dione). Yield: 81.2%. Reaction SMILES: [CH3:1][O:2][C:3]1[CH:8]=[CH:7][C:6]([CH:9]([NH:17][CH2:18][CH2:19][C:20]2[CH:25]=[CH:24][CH:23]=[CH:22][CH:21]=2)[C:10]2[CH:11]=[C:12]([NH2:16])[CH:13]=[CH:14][CH:15]=2)=[CH:5][CH:4]=1.[CH3:26][O:27][C:28]1[C:29](=O)[C:30](=[O:34])[C:31]=1[O:32]C>CO>[CH3:26][O:27][C:28]1[C:31](=[O:32])[C:30](=[O:34])[C:29]=1[NH:16][C:12]1[CH:13]=[CH:14][CH:15]=[C:10]([CH:9]([C:6]2[CH:5]=[CH:4][C:3]([O:2][CH3:1])=[CH:8][CH:7]=2)[NH:17][CH2:18][CH2:19][C:20]2[CH:25]=[CH:24][CH:23]=[CH:22][CH:21]=2)[CH:11]=1. Procedure: In a similar manner to that described in Example (1c), a solution of 3-[(4-methoxyphenyl)-(2-phenylethylamino)methyl]phenylamine (1.74 g) [prepared as described in step (b) above] in methanol (40 ml) and 3,4-dimethoxy-3-cyclobutene-1,2-dione (776 mg) were reacted, to afford the title compound (1.88 g) as yellow foamy solid. Reactants: ClCCl, CC(=O)O, [Cl-], O, Cc1ccccc1C(=O)Cl, COC(=O)c1cc[nH]c1. The product is COC(=O)c1c[nH]c(C(=O)c2ccccc2C)c1. RXN SMILES: [CH2:10]([Cl:11])[Cl:12].[CH3:25][C:26](=[O:27])[OH:28].[Cl-:23].[OH2:24].[c:13]1([CH3:22])[c:14]([C:19](=[O:20])[Cl:21])[cH:15][cH:16][cH:17][cH:18]1.[nH:1]1[cH:2][c:3]([C:6](=[O:7])[O:8][CH3:9])[cH:4][cH:5]1>>[nH:1]1[cH:2][c:3]([C:6](=[O:7])[O:8][CH3:9])[cH:4][c:5]1[C:19]([c:14]1[c:13]([CH3:22])[cH:18][cH:17][cH:16][cH:15]1)=[O:20]. Starting materials: ClC1=CC=C(C=C1)C(C=1C(=NN(C1C)C=1C(=NC(=NC1)OC)OC)C(=O)OCC)O (ethyl 4-((4-chlorophenyl)(hydroxy)methyl)-1-(2,4-dimethoxypyrimidin-5-yl)-5-methyl-1H-pyrazole-3-carboxylate), NC=1C=C(C(N(C1)C)=O)C (5-amino-1,3-dimethylpyridin-2(1H)-one). Run in C(Cl)Cl.CO (CH2Cl2 MeOH). Yields the product ClC1=CC=C(C=C1)C(C=1C(=NN(C1C)C=1C(=NC(=NC1)OC)OC)C(=O)OCC)NC1=CN(C(C(=C1)C)=O)C (ethyl 4-((4-chlorophenyl)((1,5-dimethyl-6-oxo-1,6-dihydropyridin-3-yl)amino)methyl)-1-(2,4-dimethoxypyrimidin-5-yl)-5-methyl-1H-pyrazole-3-carboxylate). RXN SMILES: [Cl:1][C:2]1[CH:7]=[CH:6][C:5]([CH:8](O)[C:9]2[C:10]([C:25]([O:27][CH2:28][CH3:29])=[O:26])=[N:11][N:12]([C:15]3[C:16]([O:23][CH3:24])=[N:17][C:18]([O:21][CH3:22])=[N:19][CH:20]=3)[C:13]=2[CH3:14])=[CH:4][CH:3]=1.[NH2:31][C:32]1[CH:33]=[C:34]([CH3:40])[C:35](=[O:39])[N:36]([CH3:38])[CH:37]=1>C(Cl)Cl.CO>[Cl:1][C:2]1[CH:7]=[CH:6][C:5]([CH:8]([NH:31][C:32]2[CH:33]=[C:34]([CH3:40])[C:35](=[O:39])[N:36]([CH3:38])[CH:37]=2)[C:9]2[C:10]([C:25]([O:27][CH2:28][CH3:29])=[O:26])=[N:11][N:12]([C:15]3[C:16]([O:23][CH3:24])=[N:17][C:18]([O:21][CH3:22])=[N:19][CH:20]=3)[C:13]=2[CH3:14])=[CH:4][CH:3]=1 |f:2.3|. Procedure details: The title compound was prepared in analogy to the procedure described in Step 10.3 using ethyl 4-((4-chlorophenyl)(hydroxy)methyl)-1-(2,4-dimethoxypyrimidin-5-yl)-5-methyl-1H-pyrazole-3-carboxylate (Step 55.3) and 5-amino-1,3-dimethylpyridin-2(1H)-one (Step 20.2). tR: 4.59 min (HPLC 1); tR: 1.06 min (LC-MS 2); ESI-MS: 553 [M+H]+ (LC-MS 2); Rf=0.40 (CH2Cl2/MeOH 9:1). The reactants are Cc1c(N=C2OCC3(C)C(O[Si](C)(C)C(C)(C)C)CCN23)ccc(C#N)c1Cl, Cc1c(N=C2OCC3C(O)CCN23)ccc(C#N)c1Cl. The product is Cc1c(N=C2OCC3(C)C(O)CCN23)ccc(C#N)c1Cl. Reaction SMILES: [C:1]([Si:2]([CH3:3])([CH3:4])[O:6][CH:7]1[CH2:8][CH2:9][N:10]2[C:11](=[N:16][c:17]3[c:18]([CH3:26])[c:19]([Cl:25])[c:20]([C:21]#[N:22])[cH:23][cH:24]3)[O:12][CH2:13][C:14]12[CH3:15])([CH3:5])([CH3:27])[CH3:28].[OH:29][CH:30]1[CH:31]2[N:32]([C:33](=[N:34][c:35]3[cH:36][cH:37][c:38]([C:39]#[N:40])[c:41]([Cl:42])[c:43]3[CH3:44])[O:45][CH2:46]2)[CH2:47][CH2:48]1>>[OH:6][CH:7]1[CH2:8][CH2:9][N:10]2[C:11](=[N:16][c:17]3[c:18]([CH3:26])[c:19]([Cl:25])[c:20]([C:21]#[N:22])[cH:23][cH:24]3)[O:12][CH2:13][C:14]12[CH3:15]. RXN SMILES: [CH2:33]1[O:34][CH2:35][CH2:36][CH2:37]1.[CH3:31][I:32].[Cl:1][c:2]1[cH:3][cH:4][c:5](-[c:8]2[c:9]([O:24][CH2:25][CH2:26][O:27][CH3:28])[n:10][cH:11][c:12]([C:13](=[O:14])[NH:15][CH:16]3[CH:17]([OH:22])[CH2:18][CH2:19][CH2:20][CH2:21]3)[cH:23]2)[cH:6][cH:7]1.[H-:29].[Na+:30]>>[Cl:1][c:2]1[cH:3][cH:4][c:5](-[c:8]2[c:9]([O:24][CH2:25][CH2:26][O:27][CH3:28])[n:10][cH:11][c:12]([C:13](=[O:14])[NH:15][CH:16]3[CH:17]([O:22][CH3:31])[CH2:18][CH2:19][CH2:20][CH2:21]3)[cH:23]2)[cH:6][cH:7]1. Starting materials: C1CCOC1, CI, COCCOc1ncc(C(=O)NC2CCCCC2O)cc1-c1ccc(Cl)cc1, [H-], [Na+]. The product is COCCOc1ncc(C(=O)NC2CCCCC2OC)cc1-c1ccc(Cl)cc1.